Dataset: the Open Reaction Database (ORD), a public repository of structured organic reaction records. Task: describe an organic reaction: reactants, conditions, products, and yield The reactants are C(#N)C=1C=C(C=CC1)O (3-cyanophenol), C(=O)([O-])[O-].[K+].[K+] (K2CO3), BrC=1C=CC(=C(C=O)C1)F (5-bromo-2-fluorobenzaldehyde). Run in CN(C(C)=O)C (N,N-dimethylacetamide). Yields the product BrC1=CC(=C(OC=2C=C(C#N)C=CC2)C=C1)C=O (3-(4-bromo-2-formyl-phenoxy)-benzonitrile). The yield is 90.3%. RXN SMILES: [Br:1][C:2]1[CH:3]=[CH:4][C:5](F)=[C:6]([CH:9]=1)[CH:7]=[O:8].[C:11]([C:13]1[CH:14]=[C:15]([OH:19])[CH:16]=[CH:17][CH:18]=1)#[N:12].C([O-])([O-])=O.[K+].[K+]>CN(C)C(=O)C>[Br:1][C:2]1[CH:3]=[CH:4][C:5]([O:19][C:15]2[CH:14]=[C:13]([CH:18]=[CH:17][CH:16]=2)[C:11]#[N:12])=[C:6]([CH:7]=[O:8])[CH:9]=1 |f:2.3.4|. Reported procedure: In a manner similar to the method described in Example 50a, 5-bromo-2-fluorobenzaldehyde (2.2 g, 11 mmol) (Alfa) was reacted with 3-cyanophenol (1.4 g, 12 mmol)(Aldrich) and K2CO3 in N,N-dimethylacetamide to give 3-(4-bromo-2-formyl-phenoxy)-benzonitrile as a brown solid (Yield 3 g, 100%). Starting materials: ClC=1C(=NC=C(C(=O)OCC)C1)NC1CC2=CC=CC=C2C1 (ethyl 5-chloro-6-(2,3-dihydro-1H-inden-2-ylamino)nicotinate), C(=O)[O-].[NH4+] (ammonium formate). The reagents and catalysts are [Pd] (palladium on carbon). Solvent: C(C)O (ethanol). Conditions: temperature 100 celsius, time 10 hour. The product is C1C(CC2=CC=CC=C12)NC1=NC=C(C(=O)OCC)C=C1 (ethyl 6-(2,3-dihydro-1H-inden-2-ylamino)nicotinate). Isolated yield 29.5%. RXN SMILES: Cl[C:2]1[C:3]([NH:13][CH:14]2[CH2:22][C:21]3[C:16](=[CH:17][CH:18]=[CH:19][CH:20]=3)[CH2:15]2)=[N:4][CH:5]=[C:6]([CH:12]=1)[C:7]([O:9][CH2:10][CH3:11])=[O:8].C([O-])=O.[NH4+]>C(O)C.[Pd]>[CH2:15]1[C:16]2[C:21](=[CH:20][CH:19]=[CH:18][CH:17]=2)[CH2:22][CH:14]1[NH:13][C:3]1[CH:2]=[CH:12][C:6]([C:7]([O:9][CH2:10][CH3:11])=[O:8])=[CH:5][N:4]=1 |f:1.2|. Reported procedure: To a mixture of ethyl 5-chloro-6-(2,3-dihydro-1H-inden-2-ylamino)nicotinate (395 mg) and ammonium formate (472 mg) in ethanol (10 mL) was added 10% palladium on carbon (40 mg), and the mixture was stirred at 100° C. for 10 hours. The catalyst in the reaction mixture was removed by filtration. The solvent was evaporated in vacuo. The residual solid was collected with hexane and ethyl acetate (2/1 v/v) to give ethyl 6-(2,3-dihydro-1H-inden-2-ylamino)nicotinate (104 mg). The mother liquid was conce... The reactants are C(C)(C)(C)OC(=O)[C@@H](CCCC1=CC=CC=C1)[C@H](C(=O)O)CC(C)C (2(R)-[1(S)-(tert-butoxycarbonyl)-4-phenylbutyl]-4-methylvaleric acid), Cl.NN (hydrazine monohydrochloride), CN1CCOCC1 (4-methyl morpholine), FC1=C(C(=C(C(=C1O)F)F)F)F (pentafluorophenol), Cl.C(C)N=C=NCCCN(C)C (1-ethyl-3-(3-dimethylaminopropyl)carbodiimide hydrochloride). The solvent is CN(C=O)C (dimethylformamide). Conditions: temperature 0 celsius, time 2.5 hour. The product is C(C)(C)(C)OC(=O)[C@@H](CCCC1=CC=CC=C1)[C@H](C(=O)NN)CC(C)C (2(R)-[1(S)-(tert-butoxycarbonyl)-4-phenylbutyl]-4-methylvalerohydrazide). Isolated yield 43.7%. As a reaction SMILES: [C:1]([O:5][C:6]([C@H:8]([C@@H:18]([CH2:22][CH:23]([CH3:25])[CH3:24])[C:19](O)=[O:20])[CH2:9][CH2:10][CH2:11][C:12]1[CH:17]=[CH:16][CH:15]=[CH:14][CH:13]=1)=[O:7])([CH3:4])([CH3:3])[CH3:2].FC1C(O)=C(F)C(F)=C(F)C=1F.Cl.C(N=C=NCCCN(C)C)C.Cl.[NH2:51][NH2:52].CN1CCOCC1>CN(C)C=O>[C:1]([O:5][C:6]([C@H:8]([C@@H:18]([CH2:22][CH:23]([CH3:25])[CH3:24])[C:19]([NH:51][NH2:52])=[O:20])[CH2:9][CH2:10][CH2:11][C:12]1[CH:17]=[CH:16][CH:15]=[CH:14][CH:13]=1)=[O:7])([CH3:4])([CH3:3])[CH3:2] |f:2.3,4.5|. Reported procedure: A solution of 4.8 g of 2(R)-[1(S)-(tert-butoxycarbonyl)-4-phenylbutyl]-4-methylvaleric acid in 50 ml of dimethylformamide was cooled to 0° C. and treated with 2.80 g of pentafluorophenol and 2.65 g of 1-ethyl-3-(3-dimethylaminopropyl)carbodiimide hydrochloride. The mixture was stirred at 0° C. for 2.5 hours and then treated with 4.73 g of hydrazine monohydrochloride and 6.97 g of 4-methyl morpholine. The mixture was stirred for a further 18 hours at room temperature and then evaporated. The resi... Starting materials: CO, Cc1cc(Nc2nccc(C(F)(F)F)n2)cc(-c2cnc(C(NS(=O)C(C)(C)C)(C3CC3)C3CC3)s2)c1, Cl. RXN SMILES: [CH3:39][OH:40].[CH:1]1([C:4]([NH:5][S:6]([C:7]([CH3:8])([CH3:9])[CH3:10])=[O:11])([c:12]2[s:13][c:14](-[c:17]3[cH:18][c:19]([CH3:34])[cH:20][c:21]([NH:23][c:24]4[n:25][cH:26][cH:27][c:28]([C:30]([F:31])([F:32])[F:33])[n:29]4)[cH:22]3)[cH:15][n:16]2)[CH:35]2[CH2:36][CH2:37]2)[CH2:2][CH2:3]1.[ClH:38]>>[CH:1]1([C:4]([NH2:5])([c:12]2[s:13][c:14](-[c:17]3[cH:18][c:19]([CH3:34])[cH:20][c:21]([NH:23][c:24]4[n:25][cH:26][cH:27][c:28]([C:30]([F:31])([F:32])[F:33])[n:29]4)[cH:22]3)[cH:15][n:16]2)[CH:35]2[CH2:36][CH2:37]2)[CH2:2][CH2:3]1. Product: Cc1cc(Nc2nccc(C(F)(F)F)n2)cc(-c2cnc(C(N)(C3CC3)C3CC3)s2)c1. The reactants are C(C1=CC=CC=C1)C1CN(C(O1)=O)C(CCN1CCOCC1)C1=CC=CC=C1 (5-Benzyl-3-(3-morpholino-1-phenylpropyl)-1,3-oxazolidin-2-one), C(\C=C\C(=O)O)(=O)O (fumaric acid). Solvent: C(C)O (ethanol). The product is C(\C=C\C(=O)O)(=O)O.C(C1=CC=CC=C1)C1CN(C(O1)=O)C(CCN1CCOCC1)C1=CC=CC=C1 (5-Benzyl-3-(3-morpholino-1-phenylpropyl)-1,3-oxazolidin-2-one fumarate). The yield is 46.0%. As a reaction SMILES: [CH2:1]([CH:8]1[O:12][C:11](=[O:13])[N:10]([CH:14]([C:23]2[CH:28]=[CH:27][CH:26]=[CH:25][CH:24]=2)[CH2:15][CH2:16][N:17]2[CH2:22][CH2:21][O:20][CH2:19][CH2:18]2)[CH2:9]1)[C:2]1[CH:7]=[CH:6][CH:5]=[CH:4][CH:3]=1.[C:29]([OH:36])(=[O:35])/[CH:30]=[CH:31]/[C:32]([OH:34])=[O:33]>C(O)C>[C:29]([OH:36])(=[O:35])/[CH:30]=[CH:31]/[C:32]([OH:34])=[O:33].[CH2:1]([CH:8]1[O:12][C:11](=[O:13])[N:10]([CH:14]([C:23]2[CH:28]=[CH:27][CH:26]=[CH:25][CH:24]=2)[CH2:15][CH2:16][N:17]2[CH2:22][CH2:21][O:20][CH2:19][CH2:18]2)[CH2:9]1)[C:2]1[CH:7]=[CH:6][CH:5]=[CH:4][CH:3]=1 |f:3.4|. Procedure: 5-Benzyl-3-(3-morpholino-1-phenylpropyl)-1,3-oxazolidin-2-one (diastereomer A) (376 mg, 1.0 mmol) prepared in Example 1 was dissolved in ethanol (5 ml). To the solution, fumaric acid (115 mg, 1.0 mmol) was added and dissolved under heating. From the resulting solution, ethanol was removed by distillation under reduced pressure, and then the residue was crystallized from ethanol/hexane (3/1). The obtained crystalline product was collected by filtration, washed with ethanol/hexane (3/1), and dried... Starting materials: ClC1=NC=C(C(=O)NC2=CC(=C(C=C2)Cl)C2=NC=CC=C2)C=C1 (6-chloro-N-(4-chloro-3-(pyridin-2-yl)phenyl)nicotinamide), OC1CCNCC1 (4-hydroxypiperidine). The solvent is C(CCC)O (BuOH). The product is ClC1=C(C=C(C=C1)NC(C1=CN=C(C=C1)N1CCC(CC1)O)=O)C1=NC=CC=C1 (N-(4-chloro-3-(pyridin-2-yl)phenyl)-6-(4-hydroxypiperidin-1-yl)nicotinamide). RXN SMILES: Cl[C:2]1[CH:23]=[CH:22][C:5]([C:6]([NH:8][C:9]2[CH:14]=[CH:13][C:12]([Cl:15])=[C:11]([C:16]3[CH:21]=[CH:20][CH:19]=[CH:18][N:17]=3)[CH:10]=2)=[O:7])=[CH:4][N:3]=1.[OH:24][CH:25]1[CH2:30][CH2:29][NH:28][CH2:27][CH2:26]1>C(O)CCC>[Cl:15][C:12]1[CH:13]=[CH:14][C:9]([NH:8][C:6](=[O:7])[C:5]2[CH:22]=[CH:23][C:2]([N:28]3[CH2:29][CH2:30][CH:25]([OH:24])[CH2:26][CH2:27]3)=[N:3][CH:4]=2)=[CH:10][C:11]=1[C:16]1[CH:21]=[CH:20][CH:19]=[CH:18][N:17]=1. Procedure: Procedure F was performed using 50 mg of 6-chloro-N-(4-chloro-3-(pyridin-2-yl)phenyl)nicotinamide and 74 mg of 4-hydroxypiperidine in 0.5 mL of BuOH. Purified by reverse phase HPLC to yield N-(4-chloro-3-(pyridin-2-yl)phenyl)-6-(4-hydroxypiperidin-1-yl)nicotinamide. MS (Q1) 409.3 (M)+. Reaction SMILES: [F:1][C:2]1[CH:7]=[C:6]([F:8])[CH:5]=[CH:4][C:3]=1[C@:9]([OH:30])([C@H:16]([C:18]1[CH:23]=[CH:22][C:21]([C:24]2[N:28]([CH3:29])[N:27]=[CH:26][CH:25]=2)=[CH:20][CH:19]=1)[CH3:17])[CH2:10][N:11]1[CH:15]=[N:14][CH:13]=[N:12]1.C(N(C(C)C)[P:35]([O:44][CH2:45][C:46]1[CH:51]=[CH:50][CH:49]=[CH:48][CH:47]=1)[O:36][CH2:37][C:38]1[CH:43]=[CH:42][CH:41]=[CH:40][CH:39]=1)(C)C.N1C=NN=N1.ClC1C=CC=C(C(OO)=[O:68])C=1>CN(C)C1C=CN=CC=1.ClCCl>[P:35]([O:30][C@@:9]([C:3]1[CH:4]=[CH:5][C:6]([F:8])=[CH:7][C:2]=1[F:1])([C@H:16]([C:18]1[CH:23]=[CH:22][C:21]([C:24]2[N:28]([CH3:29])[N:27]=[CH:26][CH:25]=2)=[CH:20][CH:19]=1)[CH3:17])[CH2:10][N:11]1[CH:15]=[N:14][CH:13]=[N:12]1)([O:36][CH2:37][C:38]1[CH:39]=[CH:40][CH:41]=[CH:42][CH:43]=1)([O:44][CH2:45][C:46]1[CH:47]=[CH:48][CH:49]=[CH:50][CH:51]=1)=[O:68]. The reactants are FC1=C(C=CC(=C1)F)[C@@](CN1N=CN=C1)([C@@H](C)C1=CC=C(C=C1)C1=CC=NN1C)O ((2R,3S)-2-(2,4-Difluorophenyl)-3-[4-(1-methylpyrazol-5-yl)phenyl]-1-(1,2,4-triazol-1-yl)butan-2-ol), C(C)(C)N(P(OCC1=CC=CC=C1)OCC1=CC=CC=C1)C(C)C (dibenzyl diisopropylphosphoramidite), N1N=NN=C1 (tetrazole), ClC1=CC(=CC=C1)C(=O)OO (m-chloroperbenzoic acid). Run at temperature 0 celsius. The solvent is ClCCl (dichloromethane). Isolated yield 27.2%. Reported procedure: A solution of the product of step (j) (2.0 g, 4.4 mmol), dibenzyl diisopropylphosphoramidite (2.28 g, 6.6 mmol), tetrazole (0.92 g, 13.2 mmol) and 4-dimethylaminopyridine (50 mg) in dichloromethane (30 ml) was heated under reflux for 13 hours. The reaction mixture was cooled (0° C.) and m-chloroperbenzoic acid (1.52 g, 8.8 mmol) added. The solution was stirred at 0° C. for a further hour then allowed to warm to room temperature. The reaction mixture was washed with aqueous sodium sulphite soluti... The product is P(=O)(OCC1=CC=CC=C1)(OCC1=CC=CC=C1)O[C@](CN1N=CN=C1)([C@@H](C)C1=CC=C(C=C1)C1=CC=NN1C)C1=C(C=C(C=C1)F)F (Dibenzyl (2R,3S)-2-(2,4-difluorophenyl)-3-[4-(1-methylpyrazol-5-yl)phenyl]-1-(1,2,4-triazol-1-yl)-2-butyl phosphate). Reagents/catalysts: CN(C1=CC=NC=C1)C (4-dimethylaminopyridine). Reactants: BrC1=CC=C(CBr)C=C1 (4-bromobenzyl bromide), CC1=NOC2=C1C=C1C(=C2)OCC12C(NC1=CC=CC=C21)=O (3-methylspiro[furo[3,2-f][1,2]benzisoxazole-5,3′-indol]-2′(1′H)-one), BrCC=1OC(=CC1)C(F)(F)F (2-(bromomethyl)-5-(trifluoromethyl)furan), FC=1C(=CC2=C(C1)C1(C(NC3=CC=CC=C13)=O)CO2)F (5,6-difluorospiro[1-benzofuran-3,3′-indol]-2′(1′H)-one). Yields the product BrC1=CC=C(CN2C(C3(C4=CC=CC=C24)COC2=C3C=C(C(=C2)F)F)=O)C=C1 (1′-(4-bromobenzyl)-5,6-difluorospiro[1-benzofuran-3,3′-indol]-2′(1′H)-one). As a reaction SMILES: [Br:1][C:2]1[CH:9]=[CH:8][C:5]([CH2:6]Br)=[CH:4][CH:3]=1.BrCC1OC(C(F)(F)F)=CC=1.[F:21][C:22]1[C:23]([F:40])=[CH:24][C:25]2[O:39][CH2:38][C:28]3([C:36]4[C:31](=[CH:32][CH:33]=[CH:34][CH:35]=4)[NH:30][C:29]3=[O:37])[C:26]=2[CH:27]=1.CC1C2C=C3C4(C5C(=CC=CC=5)NC4=O)COC3=CC=2ON=1>>[Br:1][C:2]1[CH:9]=[CH:8][C:5]([CH2:6][N:30]2[C:31]3[C:36](=[CH:35][CH:34]=[CH:33][CH:32]=3)[C:28]3([C:26]4[CH:27]=[C:22]([F:21])[C:23]([F:40])=[CH:24][C:25]=4[O:39][CH2:38]3)[C:29]2=[O:37])=[CH:4][CH:3]=1. Procedure: Following the procedure as described in EXAMPLE 9 and making non-critical variations using 4-bromobenzyl bromide to replace 2-(bromomethyl)-5-(trifluoromethyl)furan, and 5,6-difluorospiro[1-benzofuran-3,3′-indol]-2′(1′H)-one to replace 3-methylspiro[furo[3,2-f][1,2]benzisoxazole-5,3′-indol]-2′(1′H)-one, 1′-(4-bromobenzyl)-5,6-difluorospiro[1-benzofuran-3,3′-indol]-2′(1′H)-one was obtained (54%) as a pale yellow oil: 1H NMR (300 MHz, CDCl3) δ7.51 (s, 1H), 7.48 (s, 1H), 7.23-7.04 (m, 5H), 6.82-6.7... Reactants: CCO, Clc1cc(Nn2c3ccccc3c3ccccc32)ncn1. The product is c1ccc2c(c1)c1ccccc1n2Nc1ccncn1. RXN SMILES: [CH3:22][CH2:23][OH:24].[Cl:1][c:2]1[cH:3][c:4]([NH:8][n:9]2[c:10]3[cH:11][cH:12][cH:13][cH:14][c:15]3[c:16]3[cH:17][cH:18][cH:19][cH:20][c:21]23)[n:5][cH:6][n:7]1>>[cH:2]1[cH:3][c:4]([NH:8][n:9]2[c:10]3[cH:11][cH:12][cH:13][cH:14][c:15]3[c:16]3[cH:17][cH:18][cH:19][cH:20][c:21]23)[n:5][cH:6][n:7]1. Reactants: COc1ccc(CSC2CC(C(N)=O)N(C(=O)OC(C)(C)C)C2)cc1, O=C([O-])O, CCOC(C)=O, Cl, [Na+], C1COCCO1. Product: COc1ccc(CSC2CNC(C(N)=O)C2)cc1. RXN SMILES: [C:1]([O:2][C:3](=[O:4])[N:8]1[CH:9]([C:23]([NH2:24])=[O:25])[CH2:10][CH:11]([S:13][CH2:14][c:15]2[cH:16][cH:17][c:18]([O:21][CH3:22])[cH:19][cH:20]2)[CH2:12]1)([CH3:5])([CH3:6])[CH3:7].[C:33](=[O:34])([OH:35])[O-:36].[CH3:38][CH2:39][O:40][C:41](=[O:42])[CH3:43].[ClH:32].[Na+:37].[O:26]1[CH2:27][CH2:28][O:29][CH2:30][CH2:31]1>>[NH:8]1[CH:9]([C:23]([NH2:24])=[O:25])[CH2:10][CH:11]([S:13][CH2:14][c:15]2[cH:16][cH:17][c:18]([O:21][CH3:22])[cH:19][cH:20]2)[CH2:12]1.